describe an organic reaction: reactants, conditions, products, and yield From a dataset of the Open Reaction Database (ORD), a public repository of structured organic reaction records. The reactants are BrC1=CC(=C2C=CC3=C(C=CC4=CC=C1C2=C34)Br)Br (1,3,6-tribromopyrene), CC1=CC=C(C=C1)B(O)O (4-methylphenylboronic acid), P(=O)([O-])([O-])[O-].[K+].[K+].[K+] (tripotassium phosphate), CN(C=O)C (dimethylformamide). Reagents/catalysts: [Br-].C(CCC)[N+](CCCC)(CCCC)CCCC (tetrabutylammonium bromide), C(C)(=O)[O-].[Pd+2].C(C)(=O)[O-] (palladium acetate). Solvent: O (water). Reaction conditions: temperature 130 celsius, time 9 hour. Yields the product CC1=CC=C(C=C1)C1=CC(=C2C=CC3=C(C=CC4=CC=C1C2=C34)C3=CC=C(C=C3)C)C3=CC=C(C=C3)C (1,3,6-tri(4-methylphenyl)pyrene). The yield is 167.2%. RXN SMILES: Br[C:2]1[C:15]2[C:16]3=[C:17]4[C:12](=[CH:13][CH:14]=2)[CH:11]=[CH:10][C:9](Br)=[C:8]4[CH:7]=[CH:6][C:5]3=[C:4](Br)[CH:3]=1.[CH3:20][C:21]1[CH:26]=[CH:25][C:24](B(O)O)=[CH:23][CH:22]=1.P([O-])([O-])([O-])=O.[K+].[K+].[K+].CN(C)C=O>[Br-].C([N+](CCCC)(CCCC)CCCC)CCC.C([O-])(=O)C.[Pd+2].C([O-])(=O)C.O>[CH3:20][C:21]1[CH:26]=[CH:25][C:24]([C:2]2[C:15]3[C:16]4=[C:17]5[C:12](=[CH:13][CH:14]=3)[CH:11]=[CH:10][C:9]([C:2]3[CH:15]=[CH:16][C:5]([CH3:6])=[CH:4][CH:3]=3)=[C:8]5[CH:7]=[CH:6][C:5]4=[C:4]([C:11]3[CH:10]=[CH:9][C:8]([CH3:7])=[CH:17][CH:12]=3)[CH:3]=2)=[CH:23][CH:22]=1 |f:2.3.4.5,7.8,9.10.11|. Procedure details: A mixed solution of 2 g of the above-mentioned 1,3,6-tribromopyrene, 2.5 g of 4-methylphenylboronic acid, 5.8 g of tripotassium phosphate, 0.88 g of tetrabutylammonium bromide, 61 mg of palladium acetate and 137 ml of deaerated dimethylformamide was heated while stirred under nitrogen gas stream at a temperature of 130° C. for 9 hours. After cooling the mixed solution to room temperature, 800 ml of water was injected thereinto to extract therefrom with 200 ml of dichloromethane. The organic laye... Reactants: Cl.Cl.CN(C1CCN(CC1)CC1=CC=CC=C1)C (4-dimethylamino-1-benzylpiperidine dihydrochloride), O (water). Reagents/catalysts: [C].[Pd] (palladium-carbon). Run in CC(C)O (2-propanol). Conditions: time 22 hour. The product is Cl.Cl.CN(C1CCNCC1)C (4-Dimethylaminopiperidine dihydrochloride). The yield is 158.3%. As a reaction SMILES: [ClH:1].Cl.[CH3:3][N:4]([CH3:18])[CH:5]1[CH2:10][CH2:9][N:8](CC2C=CC=CC=2)[CH2:7][CH2:6]1.O>CC(O)C.[C].[Pd]>[ClH:1].[ClH:1].[CH3:3][N:4]([CH3:18])[CH:5]1[CH2:10][CH2:9][NH:8][CH2:7][CH2:6]1 |f:0.1.2,5.6,7.8.9|. Procedure: After adding 10% palladium-carbon (2.0 g) to a solution of the crude 4-dimethylamino-1-benzylpiperidine dihydrochloride (30.0 g) in 2-propanol (300 ml)-water (300 ml), the mixture was stirred for 22 hours at room temperature under a hydrogen atmosphere. The catalyst was filtered and washed with 2-propanol. The filtrate was then concentrated. The obtained crystals were suspended in ethanol (50 ml). They were then diluted with diethyl ether (50 ml). The crystals were subsequently filtered and wash... Reactants: O=C([O-])[O-], CCOC(=O)C(C)(C)Br, CS(C)=O, CCOC(C)=O, O=[N+]([O-])c1ccc(O)cc1F, [K+], [K+], O=C(O)CC(O)(CC(=O)O)C(=O)O. The product is CCOC(=O)C(C)(C)Oc1ccc([N+](=O)[O-])c(F)c1. Reaction SMILES: [C:1](=[O:2])([O-:3])[O-:4].[CH2:7]([CH3:8])[O:9][C:10]([C:11]([CH3:12])([CH3:13])[Br:14])=[O:15].[CH3:40][S:41]([CH3:42])=[O:43].[CH3:44][CH2:45][O:46][C:47]([CH3:48])=[O:49].[F:16][c:17]1[cH:18][c:19]([OH:26])[cH:20][cH:21][c:22]1[N+:23](=[O:24])[O-:25].[K+:5].[K+:6].[OH:27][C:28]([CH2:29][C:30]([C:31](=[O:32])[OH:33])([CH2:34][C:35](=[O:36])[OH:37])[OH:38])=[O:39]>>[CH2:7]([CH3:8])[O:9][C:10]([C:11]([CH3:12])([CH3:13])[O:26][c:19]1[cH:18][c:17]([F:16])[c:22]([N+:23](=[O:24])[O-:25])[cH:21][cH:20]1)=[O:15]. Starting materials: Cl.CN1C(CCC1)=N (1 -methyl-2 -iminopyrrolidine hydrochloride), C1(=CC=C(C=C1)N=C=O)C (p-tolylisocyanate), C1=CC=CC=C1 (benzene), [OH-].[Na+] (NaOH). Solvent: O (water). Conditions: time 5 minute. Yields the product CN1C(CCC1)=NC(=O)NC1=CC=C(C=C1)C (1 -(1 -methyl-2 -pyrrolidylidene)-3 -p-tolylurea). As a reaction SMILES: Cl.[CH3:2][N:3]1[CH2:7][CH2:6][CH2:5][C:4]1=[NH:8].C1C=CC=CC=1.[OH-].[Na+].[C:17]1([CH3:26])[CH:22]=[CH:21][C:20]([N:23]=[C:24]=[O:25])=[CH:19][CH:18]=1>O>[CH3:2][N:3]1[CH2:7][CH2:6][CH2:5][C:4]1=[N:8][C:24]([NH:23][C:20]1[CH:21]=[CH:22][C:17]([CH3:26])=[CH:18][CH:19]=1)=[O:25] |f:0.1,3.4|. Reported procedure: To a suspension of 6.73 g. (0.05 mole) of 1 -methyl-2 -iminopyrrolidine hydrochloride in 100 ml. of benzene is added 2 ml. of water followed by 5 ml. of 50 % NaOH. After stirring for 5 min., the benzene layer is decanted onto anhydrous potassium carbonate. The extraction is repeated twice with 75 ml. portions of fresh benzene. The combined extracts are filtered from drying agent (dicalite pad and suction). To the filtrate is added in one portion with stirring 6.66 g. (0.05 mole) of p-tolylisocya... Starting materials: O.O.O.O.O.O.O.O.[OH-].[Ba+2].[OH-] (Barium hydroxide octahydrate), C(C)NC([O-])=O.COC=1C(=CC=2C(C3C(CNC3)C2C1)C)Cl (N-ethylcarbamate 5-methoxy-6-chloro-8-methyl-1,2,3,3a,8,8a-hexahydroindeno[1,2-c]pyrrole), Cl (HCl). Run in CO (MeOH). Conditions: time 24 hour. Yields the product COC=1C(=CC=2C(C3C(CNC3)C2C1)C)Cl (5-Methoxy-6-chloro-8-methyl-1,2,3,3a,8,8a-hexahydroindeno[1,2-c]pyrrole). RXN SMILES: O.O.O.O.O.O.O.O.[OH-].[Ba+2].[OH-].C(NC(=O)[O-])C.[CH3:18][O:19][C:20]1[C:21]([Cl:33])=[CH:22][C:23]2[CH:24]([CH3:32])[CH:25]3[CH2:29][NH:28][CH2:27][CH:26]3[C:30]=2[CH:31]=1.Cl>CO>[CH3:18][O:19][C:20]1[C:21]([Cl:33])=[CH:22][C:23]2[CH:24]([CH3:32])[CH:25]3[CH2:29][NH:28][CH2:27][CH:26]3[C:30]=2[CH:31]=1 |f:0.1.2.3.4.5.6.7.8.9.10,11.12|. Reported procedure: Barium hydroxide octahydrate (0.63 g, 2.0 mmol) was added to a solution of N-ethylcarbamate-5-methoxy-6-chloro-8-methyl-1,2,3,3a,8,8a-hexahydroindeno[1,2-c]pyrrole (61 mg, 0.2 mmol) in MeOH (4 mL), and stirred for 24 hours at reflux. The reaction mixture was cooled to room temperature and neutralized to pH=7 with aqueous HCl (50 mL, 1 M). The product was extracted with CH2Cl2, dried over MgSO4, and concentrated. The crude product was purified by reverse-phase liquid chromatography to afford the ... The reactants are C(CC)S(=O)(=O)CC#N (2-propanesulphonylacetonitrile), C([O-])([O-])=O.[K+].[K+] (potassium carbonate), FC(C=1C=C(C=C(C1)C(F)(F)F)N=C=S)(F)F (3,5-bis(trifluoromethyl)phenyl isothiocyanate), CC(=O)C (acetone), CI (methyl iodide). Reaction conditions: time 20 hour. The product is FC(C=1C=C(C=C(C1)C(F)(F)F)NC(=C(C#N)S(=O)(=O)C(C)C)SC)(F)F (3-(3,5-Bis(trifluoromethyl)phenylamino)-2-isopropylsulfonyl-3-methylsulfanyl-2-propenenitrile). Yield: 99.0%. As a reaction SMILES: C([S:4]([CH2:7][C:8]#[N:9])(=[O:6])=[O:5])CC.C(=O)([O-])[O-].[K+].[K+].[F:16][C:17]([F:32])([F:31])[C:18]1[CH:19]=[C:20]([N:28]=[C:29]=[S:30])[CH:21]=[C:22]([C:24]([F:27])([F:26])[F:25])[CH:23]=1.[CH3:33]I.[CH3:35][C:36]([CH3:38])=O>>[F:25][C:24]([F:26])([F:27])[C:22]1[CH:21]=[C:20]([NH:28][C:29]([S:30][CH3:33])=[C:7]([S:4]([CH:36]([CH3:38])[CH3:35])(=[O:6])=[O:5])[C:8]#[N:9])[CH:19]=[C:18]([C:17]([F:31])([F:16])[F:32])[CH:23]=1 |f:1.2.3|. Reported procedure: A solution of 2-propanesulphonylacetonitrile (4.0 g, 27.2 mmol) in dry acetone (50 ml) was stirred while dry potassium carbonate (7.52 g, 54.4 mmol) and 3,5-bis(trifluoromethyl)phenyl isothiocyanate (7.72 g, 4.87 mmol) were added. The resulting mixture was stirred at room temperature under nitrogen for 20 h. Excess of potassium carbonate was filtered off, methyl iodide (5.08 ml, 81.6 mmol) was added to the filtrate, and stirring was continued for 48 h. The mixture was evaporated and the residue ... RXN SMILES: [Br:1][C:2]1[C:15]([F:16])=[C:14]([F:17])[C:13]([F:18])=[C:12]([F:19])[C:3]=1[C:4]([CH2:6][C:7]([O:9][CH2:10][CH3:11])=[O:8])=[O:5].[C:20]([O:23][C:24](=O)C)(=O)[CH3:21].C(OCC)(OCC)OCC>>[Br:1][C:2]1[C:15]([F:16])=[C:14]([F:17])[C:13]([F:18])=[C:12]([F:19])[C:3]=1[C:4]([C:6](=[CH:24][O:23][CH2:20][CH3:21])[C:7]([O:9][CH2:10][CH3:11])=[O:8])=[O:5]. Reactants: BrC1=C(C(=O)CC(=O)OCC)C(=C(C(=C1F)F)F)F (ethyl (2-bromo-3,4,5,6-tetrafluorobenzoyl)-acetate), C(C)(=O)OC(C)=O (acetic anhydride), C(OCC)(OCC)OCC (triethyl orthoformate), crude product. Procedure: 45 g of crude ethyl (2-bromo-3,4,5,6-tetrafluorobenzoyl)-acetate are introduced into 32.2 g (0.31 mol) of acetic anhydride and 28.4 g (0.19 mol) of triethyl orthoformate and the mixture is heated under reflux for 2 hours. Excess reagent is stripped off, first in vacuo and then under a high vacuum (bath up to 120°-130° C.), and the crude product is reacted for the next stage. Product: BrC1=C(C(=O)C(C(=O)OCC)=COCC)C(=C(C(=C1F)F)F)F (Ethyl 2-(2-bromo-3,4,5,6-tetrafluoro-benzoyl)-3-ethoxyacrylate).